This data is from the Open Reaction Database (ORD), a public repository of structured organic reaction records. The task is: describe an organic reaction: reactants, conditions, products, and yield Reactants: C1(=NC=CC2=CC=CC=C12)NC=C(C(=O)OCC)C(=O)OCC (diethyl isoquinolylaminomethylenemalonate), C1(=CC=CC=C1)OC1=CC=CC=C1 (diphenyl ether). Yields the product O=C1C(=CN=C2N1C=CC1=CC=CC=C21)C(=O)OCC (Ethyl 4-Oxo-4H-pyrimido[2,1-a]isoquinoline-3-carboxylate). The yield is 83.0%. RXN SMILES: [C:1]1([NH:11][CH:12]=[C:13]([C:19]([O:21][CH2:22][CH3:23])=[O:20])[C:14](OCC)=[O:15])[C:10]2[C:5](=[CH:6][CH:7]=[CH:8][CH:9]=2)[CH:4]=[CH:3][N:2]=1.C1(OC2C=CC=CC=2)C=CC=CC=1>>[O:15]=[C:14]1[N:2]2[CH:3]=[CH:4][C:5]3[C:10]([C:1]2=[N:11][CH:12]=[C:13]1[C:19]([O:21][CH2:22][CH3:23])=[O:20])=[CH:9][CH:8]=[CH:7][CH:6]=3. Procedure details: A stirred mixture of diethyl isoquinolylaminomethylenemalonate (32.0 g., 0.0986 mole) and diphenyl ether (125 ml.) under nitrogen was heated at a temperature of 235° for 15 minutes. The solid, m.p. 183°-184°, obtained upon cooling and dilution with Skellysolve B was recrystallized from ethanol to give salmon crystals (22 g., 83% yield), m.p. 189°-191°. An analytical sample, recrystallized from ethanol, had m.p. 190°-192°. Starting materials: C(C)(C)(C)[C@H]1CC[C@H](CC1)NC1=NC=NC(=C1C#C[Si](C)(C)C)CC (4-(cis-4-tert-Butylcyclohexylamino)-6-ethyl-5-(trimethylsilylethynyl)pyrimidine), solution, [OH-].[K+] (potassium hydroxide). The solvent is CO (methanol). Yields the product C(C)(C)(C)[C@H]1CC[C@H](CC1)NC1=NC=NC(=C1C#C)CC (4-(cis-4-tert-Butylcyclohexylamino)-5-ethynyl-6-ethylpyrimidine). Reaction SMILES: [C:1]([C@@H:5]1[CH2:10][CH2:9][C@H:8]([NH:11][C:12]2[C:17]([C:18]#[C:19][Si](C)(C)C)=[C:16]([CH2:24][CH3:25])[N:15]=[CH:14][N:13]=2)[CH2:7][CH2:6]1)([CH3:4])([CH3:3])[CH3:2].[OH-].[K+]>CO>[C:1]([C@@H:5]1[CH2:10][CH2:9][C@H:8]([NH:11][C:12]2[C:17]([C:18]#[CH:19])=[C:16]([CH2:24][CH3:25])[N:15]=[CH:14][N:13]=2)[CH2:7][CH2:6]1)([CH3:4])([CH3:3])[CH3:2] |f:1.2|. Reported procedure: 2.8 g (7.7 mmol) of 4-(cis-4-tert-butylcyclohexylamino)-6-ethyl-5-(trimethylsilylethynyl)pyrimidine (Example 7) were stirred in 25 ml of a 0.4 molar solution of potassium hydroxide in methanol at room temperature for 4 hours. The mixture was concentrated, the residue was taken up in toluene/water and the organic phase was dried and concentrated to leave 1.85 g (84.2% of theory) of a colorless solid.